This data is from the Open Reaction Database (ORD), a public repository of structured organic reaction records. The task is: describe an organic reaction: reactants, conditions, products, and yield The product is N#Cc1ccc2nc3cscc3c(=O)n2c1. RXN SMILES: [CH3:35][N:36]([CH3:37])[CH:38]=[O:39].[O:1]=[c:2]1[c:3]2[c:4]([n:5][c:6]3[n:7]1[cH:8][c:9]([C:12](=[O:13])[NH2:14])[cH:10][cH:11]3)[cH:15][s:16][cH:17]2.[OH2:40].[c:18]1([CH3:19])[cH:20][cH:21][c:22]([S:23]([Cl:24])(=[O:25])=[O:26])[cH:27][cH:28]1.[cH:29]1[cH:30][cH:31][n:32][cH:33][cH:34]1>>[O:1]=[c:2]1[c:3]2[c:4]([n:5][c:6]3[n:7]1[cH:8][c:9]([C:12]#[N:14])[cH:10][cH:11]3)[cH:15][s:16][cH:17]2. Reactants: CN(C)C=O, NC(=O)c1ccc2nc3cscc3c(=O)n2c1, O, Cc1ccc(S(=O)(=O)Cl)cc1, c1ccncc1.